Dataset: the Open Reaction Database (ORD), a public repository of structured organic reaction records. Task: describe an organic reaction: reactants, conditions, products, and yield Starting materials: CCOC(=O)C(CC1CCOCC1)c1ccc(SC)cn1, C[Si](C)(C)[N-][Si](C)(C)C, CI, [Cl-], [Li+], [NH4+], C1CCOC1. The product is CCOC(=O)C(C)(CC1CCOCC1)c1ccc(SC)cn1. Reaction SMILES: [CH3:1][S:2][c:3]1[cH:4][cH:5][c:6]([CH:9]([C:10](=[O:11])[O:12][CH2:13][CH3:14])[CH2:15][CH:16]2[CH2:17][CH2:18][O:19][CH2:20][CH2:21]2)[n:7][cH:8]1.[CH3:22][Si:23]([CH3:24])([CH3:25])[N-:26][Si:27]([CH3:28])([CH3:29])[CH3:30].[CH3:32][I:33].[Cl-:34].[Li+:31].[NH4+:35].[O:36]1[CH2:37][CH2:38][CH2:39][CH2:40]1>>[CH3:1][S:2][c:3]1[cH:4][cH:5][c:6]([C:9]([C:10](=[O:11])[O:12][CH2:13][CH3:14])([CH2:15][CH:16]2[CH2:17][CH2:18][O:19][CH2:20][CH2:21]2)[CH3:22])[n:7][cH:8]1. Starting materials: C(C1=CC=CC=C1)N(CC1CCNCC1)CC1=CC=CC=C1 (N,N-dibenzyl-N-(piperidin-4-ylmethyl)amine), CC1(OC1)C (2,2-dimethyloxirane). Solvent: CO (methanol), O1CCCC1 (tetrahydrofuran). Run at temperature 40 celsius, time 17 hour. The product is C(C1=CC=CC=C1)N(CC1=CC=CC=C1)CC1CCN(CC1)CC(C)(O)C (1-{4-[(dibenzylamino)methyl]piperidin-1-yl}-2-methylpropan-2-ol). The yield is 73.0%. RXN SMILES: [CH2:1]([N:8]([CH2:16][C:17]1[CH:22]=[CH:21][CH:20]=[CH:19][CH:18]=1)[CH2:9][CH:10]1[CH2:15][CH2:14][NH:13][CH2:12][CH2:11]1)[C:2]1[CH:7]=[CH:6][CH:5]=[CH:4][CH:3]=1.[CH3:23][C:24]1([CH3:27])[CH2:26][O:25]1>CO.O1CCCC1>[CH2:16]([N:8]([CH2:9][CH:10]1[CH2:11][CH2:12][N:13]([CH2:23][C:24]([CH3:27])([OH:25])[CH3:26])[CH2:14][CH2:15]1)[CH2:1][C:2]1[CH:3]=[CH:4][CH:5]=[CH:6][CH:7]=1)[C:17]1[CH:22]=[CH:21][CH:20]=[CH:19][CH:18]=1. Procedure: A mixture of N,N-dibenzyl-N-(piperidin-4-ylmethyl)amine (EXAMPLE 4, Step 3, 3.3 g, 11.21 mmol) and 2,2-dimethyloxirane (12.1 mL, 134.5 mmol) in methanol (40 mL) and tetrahydrofuran (5 mL) was heated at 40° C. with stirring for 17 h. The volatile components were removed and the residue was purified by flash column chromatography on amine gel eluting with hexane/ethyl acetate (50:1) to afford 3.0 g (73%) of the title compound as a colorless amorphous. The reactants are C(C)(=O)C1=CC=C(OC(C(=O)OC)C)C=C1 (Methyl 2-(4-acetylphenoxy)propanoate), C(C)(=O)OO (peracetic acid). Run in C(C)(=O)O (acetic acid). Run at temperature 58 celsius. Yields the product C(C)(=O)OC1=CC=C(OC(C(=O)OC)C)C=C1 (methyl 2-(4-acetoxyphenoxy)propanoate). Isolated yield 83.8%. RXN SMILES: C([C:4]1[CH:16]=[CH:15][C:7]([O:8][CH:9]([CH3:14])[C:10]([O:12][CH3:13])=[O:11])=[CH:6][CH:5]=1)(=O)C.[C:17]([O:20]O)(=[O:19])[CH3:18]>C(O)(=O)C>[C:17]([O:20][C:4]1[CH:5]=[CH:6][C:7]([O:8][CH:9]([CH3:14])[C:10]([O:12][CH3:13])=[O:11])=[CH:15][CH:16]=1)(=[O:19])[CH3:18]. Procedure: Methyl 2-(4-acetylphenoxy)propanoate (22.4 g, 100.0 mL) is dissolved in acetic acid (100 mL). Purified peracetic acid (19%, 58.0 g, 145.0 mmol) is dropwise added to the reaction at 58° C. and 60 mmHgA. The reaction is refluxed for 10 hours at 58° C. and 60 mm HgA whereupon the reaction is analyzed by GLC. The reaction is cooled to room temperature and concentrated under reduced pressure to give pure methyl 2-(4-acetoxyphenoxy)propanoate (20.13 g) (yield 84%):b.p 96-98° C. at 0.15 mm HgA, IR(neat... The reactants are ( 6-a ), Cl.CC(CC1=C(C(=C(C=C1)OC)OC)OC)NCC(C1=C(C=CC=C1)OCC1=CC=CC=C1)O (α-[(α-methyl-2,3,4-trimethoxyphenethylamino)methyl]-2-benzyloxybenzylalcohol hydrochloride), C(C)O (ethanol). Run in O (water). Procedure details: A mixture of 1.0 g of α-[(α-methyl-2,3,4-trimethoxyphenethylamino)methyl]-2-benzyloxybenzylalcohol hydrochloride [the diastereoisomer of M.p. 135°-136° C.], 400 mg of 10% palladium-carbon, 45 ml of ethanol and 5 ml of water is treated in the same manner as described in paragraph (6-a). The crude product thus obtained is recrystallized from a mixture of isopropylalcohol and isopropyl ether (1:2). 590 mg of α-[(α-methyl-2,3,4-trimethoxyphenethylamino)methyl]-2-hydroxybenzylalcohol hydrochloride [t... The reagents and catalysts are [C].[Pd] (palladium-carbon). The yield is 72.4%. Reaction SMILES: [ClH:1].[CH3:2][CH:3]([NH:17][CH2:18][CH:19]([OH:34])[C:20]1[CH:25]=[CH:24][CH:23]=[CH:22][C:21]=1[O:26]CC1C=CC=CC=1)[CH2:4][C:5]1[CH:10]=[CH:9][C:8]([O:11][CH3:12])=[C:7]([O:13][CH3:14])[C:6]=1[O:15][CH3:16].C(O)C>[C].[Pd].O>[ClH:1].[CH3:2][CH:3]([NH:17][CH2:18][CH:19]([OH:34])[C:20]1[CH:25]=[CH:24][CH:23]=[CH:22][C:21]=1[OH:26])[CH2:4][C:5]1[CH:10]=[CH:9][C:8]([O:11][CH3:12])=[C:7]([O:13][CH3:14])[C:6]=1[O:15][CH3:16] |f:0.1,3.4,6.7|. Yields the product Cl.CC(CC1=C(C(=C(C=C1)OC)OC)OC)NCC(C1=C(C=CC=C1)O)O (α-[(α-methyl-2,3,4-trimethoxyphenethylamino)methyl]-2-hydroxybenzylalcohol hydrochloride). Procedure: To a suspension of [1-(4-hydroxy-butyl)-2-(3-vinyl-indazol-1-ylmethyl)-1H-benzoimidazol-5-ylmethyl]-carbamic acid tert-butyl ester (17 mg, 0.036 mmol) in DCM (1 mL) was added TFA (82 μL, 1.1 mmol). The solution was allowed to stir for 2.5 hrs. followed by the removal of the volatiles in vacuo. The resulting trifluoroacetate was dissolved in methanol (3 mL) followed by the addition of acetyl cloride (26 μL, 0.36 mmol) and concentrated after 10 min. This procedure was repeated once allowing the re... Reaction SMILES: C(OC(=O)[NH:7][CH2:8][C:9]1[CH:34]=[CH:33][C:12]2[N:13]([CH2:28][CH2:29][CH2:30][CH2:31][OH:32])[C:14]([CH2:16][N:17]3[C:25]4[C:20](=[CH:21][CH:22]=[CH:23][CH:24]=4)[C:19]([CH:26]=[CH2:27])=[N:18]3)=[N:15][C:11]=2[CH:10]=1)(C)(C)C.C(O)(C(F)(F)F)=O.C(Cl)(=O)C>C(Cl)Cl>[NH2:7][CH2:8][C:9]1[CH:34]=[CH:33][C:12]2[N:13]([CH2:28][CH2:29][CH2:30][CH2:31][OH:32])[C:14]([CH2:16][N:17]3[C:25]4[C:20](=[CH:21][CH:22]=[CH:23][CH:24]=4)[C:19]([CH:26]=[CH2:27])=[N:18]3)=[N:15][C:11]=2[CH:10]=1. Run in C(Cl)Cl (DCM). Product: NCC1=CC2=C(N(C(=N2)CN2N=C(C3=CC=CC=C23)C=C)CCCCO)C=C1 (4-[5-aminomethyl-2-(3-vinyl-indazol-1-ylmethyl)-benzoimidazol-1-yl]-butan-1-ol). Reactants: C(=O)(C(F)(F)F)O (TFA), C(C)(C)(C)OC(NCC1=CC2=C(N(C(=N2)CN2N=C(C3=CC=CC=C23)C=C)CCCCO)C=C1)=O ([1-(4-hydroxy-butyl)-2-(3-vinyl-indazol-1-ylmethyl)-1H-benzoimidazol-5-ylmethyl]-carbamic acid tert-butyl ester), C(C)(=O)Cl (acetyl cloride). Run at time 2.5 hour. The reactants are CN1CCc2[nH]c3ccc(Br)cc3c2C1, C1CCOC1, CCCCCC, O=C(CCl)N1CCCCC1, [H-], [Na+]. Yields the product CN1CCc2c(c3cc(Br)ccc3n2CC(=O)N2CCCCC2)C1. RXN SMILES: [Br:3][c:4]1[cH:5][c:6]2[c:7]3[c:8]([nH:9][c:10]2[cH:11][cH:12]1)[CH2:13][CH2:14][N:15]([CH3:17])[CH2:16]3.[CH2:34]1[O:35][CH2:36][CH2:37][CH2:38]1.[CH3:28][CH2:29][CH2:30][CH2:31][CH2:32][CH3:33].[Cl:18][CH2:19][C:20](=[O:21])[N:22]1[CH2:23][CH2:24][CH2:25][CH2:26][CH2:27]1.[H-:1].[Na+:2]>>[Br:3][c:4]1[cH:5][c:6]2[c:7]3[c:8]([n:9]([CH2:19][C:20](=[O:21])[N:22]4[CH2:23][CH2:24][CH2:25][CH2:26][CH2:27]4)[c:10]2[cH:11][cH:12]1)[CH2:13][CH2:14][N:15]([CH3:17])[CH2:16]3. Reactants: COC=1C=C(C=O)C=CC1OC (3,4-Dimethoxybenzaldehyde), S1C(=NC2=C1C=CC=C2)CC#N (2-benzothiazoleacetonitrile). Yields the product S1C(=NC2=C1C=CC=C2)\C(\C#N)=C\C2=CC(=C(C=C2)OC)OC ((E)-2-benzothiazol-2-yl-3-(3,4-dimethoxy-phenyl)-acrylonitrile). Isolated yield 89.2%. As a reaction SMILES: [CH3:1][O:2][C:3]1[CH:4]=[C:5]([CH:8]=[CH:9][C:10]=1[O:11][CH3:12])[CH:6]=O.[S:13]1[C:17]2[CH:18]=[CH:19][CH:20]=[CH:21][C:16]=2[N:15]=[C:14]1[CH2:22][C:23]#[N:24]>>[S:13]1[C:17]2[CH:18]=[CH:19][CH:20]=[CH:21][C:16]=2[N:15]=[C:14]1/[C:22](=[CH:6]/[C:5]1[CH:8]=[CH:9][C:10]([O:11][CH3:12])=[C:3]([O:2][CH3:1])[CH:4]=1)/[C:23]#[N:24]. Reported procedure: 3,4-Dimethoxybenzaldehyde (191 mg) was condensed with 2-benzothiazoleacetonitrile (200 mg) through Method B (production step 2), to thereby yield the target product (yield: 330 mg, 89%).